From a dataset of the Open Reaction Database (ORD), a public repository of structured organic reaction records. describe an organic reaction: reactants, conditions, products, and yield The reactants are ClCC(CC)(CCl)CCl (1,1,1-tris(chloromethyl)propane), ClCC(CC)(CCl)CCl (1,1,1-tris(chloromethyl)propane), [Cl-].[NH4+] (ammonium chloride), O1C=COCC(C1)=O (1,4-dioxepin-6-one), [Mg] (magnesium), II (iodine), BrCCBr (1,2-dibromoethane). Run in O1CCCC1 (tetrahydrofuran), C(C)OCC (diethyl ether), O1CCCC1 (tetrahydrofuran), O1CCCC1 (tetrahydrofuran), O1CCCC1 (tetrahydrofuran). Reaction conditions: temperature -60 celsius, time 20 minute. Yields the product C=C(CCC1(COCCOC1)O)CC (Tetrahydro-6-(3-methylenepentyl)-1,4-dioxepin-6-ol). RXN SMILES: [Mg].II.Br[CH2:5][CH2:6]Br.Cl[CH2:9][C:10](CCl)(CCl)[CH2:11][CH3:12].[O:17]1[CH2:23][C:22](=[O:24])[CH2:21][O:20][CH:19]=[CH:18]1.[Cl-].[NH4+]>O1CCCC1.C(OCC)C>[CH2:9]=[C:10]([CH2:5][CH3:6])[CH2:11][CH2:12][C:22]1([OH:24])[CH2:21][O:20][CH2:19][CH2:18][O:17][CH2:23]1 |f:5.6|. Procedure details: To 0.99 g of dry magnesium shavings was added 14 ml of dry tetrahydrofuran and a small crystal of iodine. After 20 minutes, 0.25 ml of 1,2-dibromoethane was added by syringe and then 0.5 ml of a 70% tetrahydrofuran solution of 1,1,1-tris(chloromethyl)propane. The reaction mixture was warmed to reflux and more 70% 1,1,1-tris(chloromethyl)propane solution was added to total 5.29 g at a rate to maintain reflux. After the addition was complete, the reaction was refluxed for an additional half hour. ... The solvent is O1CCCC1 (tetrahydrofuran), O (water), CCCCCC (hexane), O1CCCC1 (tetrahydrofuran). Reaction conditions: time 17 hour. Reactants: FC1=CC(=C(C(=O)OC)C=C1)NC (methyl 4-fluoro-2-methylaminobenzoate), C(CCC)[Li] (butyl lithium), CC1=NN=NN1 (5-methyltetrazole), Cl (hydrochloric acid). RXN SMILES: C([Li])CCC.[CH3:6][C:7]1[NH:11][N:10]=[N:9][N:8]=1.[F:12][C:13]1[CH:22]=[CH:21][C:16]([C:17](OC)=[O:18])=[C:15]([NH:23][CH3:24])[CH:14]=1.Cl>CCCCCC.O1CCCC1.O>[F:12][C:13]1[CH:22]=[CH:21][C:16]([C:17](=[O:18])[CH2:6][C:7]2[NH:11][N:10]=[N:9][N:8]=2)=[C:15]([NH:23][CH3:24])[CH:14]=1. Procedure details: A solution of butyl lithium in hexane (2.7M, 53 ml) was added to a stirred suspension of 5-methyltetrazole (6.0 g) in dry tetrahydrofuran (250 ml) at 0° under nitrogen. A solution of methyl 4-fluoro-2-methylaminobenzoate (4.36 g) in dry tetrahydrofuran (20 ml) was added during 10 minutes. The mixture was stirred for 17 hours at room temperature and then for 3 hours at 40° to 70°. The mixture was cooled to room temperature and water (200 ml) was added. The mixture was neutralised with dilute aque... The product is FC1=CC(=C(C=C1)C(CC1=NN=NN1)=O)NC (1-(4-fluoro-2-methylaminophenyl)-2-(1H-tetrazol-5-yl)ethanone). Starting materials: CC(NC(=O)c1ccc(C(=O)N2CCSC2C(N)C(=O)OC(C)(C)C)c(Br)c1)c1nc2cc(Cl)ccc2[nH]1, ClBr, CO, ClCCl, N, O=C(O)C(F)(F)F. Yields the product CC(NC(=O)c1ccc(C(=O)N2CCSC2CN)c(Br)c1)c1nc2cc(Cl)ccc2[nH]1. As a reaction SMILES: [Br:1][c:2]1[cH:3][c:4]([C:5](=[O:6])[NH:7][CH:8]([CH3:9])[c:10]2[n:11][c:12]3[c:13]([nH:14]2)[cH:15][cH:16][c:17]([Cl:19])[cH:18]3)[cH:20][cH:21][c:22]1[C:23](=[O:24])[N:25]1[CH:26]([CH:30]([NH2:31])[C:32]([O:33][C:34]([CH3:35])([CH3:36])[CH3:37])=[O:38])[S:27][CH2:28][CH2:29]1.[Br:52][Cl:53].[CH3:47][OH:48].[Cl:49][CH2:50][Cl:51].[NH3:46].[OH:39][C:40]([C:41]([F:42])([F:43])[F:44])=[O:45]>>[Br:1][c:2]1[cH:3][c:4]([C:5](=[O:6])[NH:7][CH:8]([CH3:9])[c:10]2[n:11][c:12]3[c:13]([nH:14]2)[cH:15][cH:16][c:17]([Cl:19])[cH:18]3)[cH:20][cH:21][c:22]1[C:23](=[O:24])[N:25]1[CH:26]([CH2:30][NH2:31])[S:27][CH2:28][CH2:29]1. The reactants are ice water, BrCC(=O)C1=CC=CC=C1 (bromoacetophenone), C(C)O (ethanol), C[S-].[Na+] (sodium thiomethoxide). Run in O (water). Run at temperature 0 celsius, time 1 hour. Product: CSCC(=O)C1=CC=CC=C1 (2-(methylthio)acetophenone). Yield: 74.0%. As a reaction SMILES: Br[CH2:2][C:3]([C:5]1[CH:10]=[CH:9][CH:8]=[CH:7][CH:6]=1)=[O:4].C(O)C.[CH3:14][S-:15].[Na+]>O>[CH3:14][S:15][CH2:2][C:3]([C:5]1[CH:10]=[CH:9][CH:8]=[CH:7][CH:6]=1)=[O:4] |f:2.3|. Procedure details: A solution of 21.4 g of bromoacetophenone is added to 90 ml of ethanol at 0° C., followed by slow addition of a solution of 5 g of sodium thiomethoxide in 25 ml of water. The reaction medium is stirred for one hour at 0° C. and then for 2 hours at room temperature, and is subsequently poured on to 500 ml of ice-water and extracted with twice 200 ml of ethyl ether. The ether phases are combined and washed with saturated aqueous sodium chloride, dried over anhydrous sodium sulphate and then evapor...